Dataset: the Open Reaction Database (ORD), a public repository of structured organic reaction records. Task: describe an organic reaction: reactants, conditions, products, and yield The reactants are C1(=C(C(=C(C(=C1F)F)F)N)F)N.Cl.Cl (dihydrochloride), ClC1=CC=NC2=CC(=CC=C12)Cl (4,7-dichloroquinoline), N1(CCCC1)CCCN (3-(pyrrolidin-1-yl)-propylamine), Cl (hydrochloric acid). Product: ClC1=CC=C2C(=CC=NC2=C1)NCCCN1CCCC1 ((7-Chloro-quinolin-4-yl)-(3-pyrrolidin-1-yl-propyl)-amine). Reaction SMILES: Cl[C:2]1[C:11]2[C:6](=[CH:7][C:8]([Cl:12])=[CH:9][CH:10]=2)[N:5]=[CH:4][CH:3]=1.[N:13]1([CH2:18][CH2:19][CH2:20][NH2:21])[CH2:17][CH2:16][CH2:15][CH2:14]1.Cl.C1(N)C(F)=C(F)C(F)=C(N)C=1F.Cl.Cl>>[Cl:12][C:8]1[CH:7]=[C:6]2[C:11]([C:2]([NH:21][CH2:20][CH2:19][CH2:18][N:13]3[CH2:17][CH2:16][CH2:15][CH2:14]3)=[CH:3][CH:4]=[N:5]2)=[CH:10][CH:9]=1 |f:3.4.5|. Reported procedure: 3.08 g from 7.72 g of 4,7-dichloroquinoline and 5 g of 3-(pyrrolidin-1-yl)-propylamine (reaction duration 16 hours at 140° C.); the base was converted with isopropanolic hydrochloric acid into the dihydrochloride which when recrystallized from acetonitrile/ethanol, yielded colourless crystals, m.p.: 204°-206° C. Reactants: CCN(C(C)C)C(C)C, CC1CC(O)c2ncnc(Cl)c21, ClCCl, CCN(CC)CCN(Cc1ccc(Cl)cc1)C(=O)N1CCN(C(=O)OC(C)(C)C)CC1, O, O=C(O)C(F)(F)F. Product: CCN(CC)CCN(Cc1ccc(Cl)cc1)C(=O)N1CCN(c2ncnc3c2C(C)CC3O)CC1. Reaction SMILES: [CH:39]([N:40]([CH2:41][CH3:42])[CH:43]([CH3:44])[CH3:45])([CH3:46])[CH3:47].[Cl:48][c:49]1[c:50]2[c:51]([n:52][cH:53][n:54]1)[CH:55]([OH:59])[CH2:56][CH:57]2[CH3:58].[Cl:60][CH2:61][Cl:62].[Cl:8][c:9]1[cH:10][cH:11][c:12]([CH2:13][N:14]([C:15](=[O:16])[N:17]2[CH2:18][CH2:19][N:20]([C:23]([O:24][C:25]([CH3:26])([CH3:27])[CH3:28])=[O:29])[CH2:21][CH2:22]2)[CH2:30][CH2:31][N:32]([CH2:33][CH3:34])[CH2:35][CH3:36])[cH:37][cH:38]1.[OH2:63].[OH:1][C:2]([C:3]([F:4])([F:5])[F:6])=[O:7]>>[Cl:8][c:9]1[cH:10][cH:11][c:12]([CH2:13][N:14]([C:15](=[O:16])[N:17]2[CH2:18][CH2:19][N:20]([c:49]3[c:50]4[c:51]([n:52][cH:53][n:54]3)[CH:55]([OH:59])[CH2:56][CH:57]4[CH3:58])[CH2:21][CH2:22]2)[CH2:30][CH2:31][N:32]([CH2:33][CH3:34])[CH2:35][CH3:36])[cH:37][cH:38]1. Reactants: C(Cl)Cl (methylene chloride), O (water), ClC1=NC=CC(=C1)C1=CC(=CC2=CC(=C(C=C12)OCC)OCC)CO (1-(2-chloro-4-pyridyl)-3-hydroxymethyl-6,7-diethoxynaphthalene), O.NN (hydrazine hydrate). Run at time 10 minute. The product is N(N)C1=NC=CC(=C1)C1=CC(=CC2=CC(=C(C=C12)OCC)OCC)CO (1-(2-hydrazino-4-pyridyl)-3-hydroxymethyl-6,7-diethoxynaphthalene). Reaction SMILES: Cl[C:2]1[CH:7]=[C:6]([C:8]2[C:17]3[C:12](=[CH:13][C:14]([O:21][CH2:22][CH3:23])=[C:15]([O:18][CH2:19][CH3:20])[CH:16]=3)[CH:11]=[C:10]([CH2:24][OH:25])[CH:9]=2)[CH:5]=[CH:4][N:3]=1.C(Cl)Cl.O.O.[NH2:31][NH2:32]>>[NH:31]([C:2]1[CH:7]=[C:6]([C:8]2[C:17]3[C:12](=[CH:13][C:14]([O:21][CH2:22][CH3:23])=[C:15]([O:18][CH2:19][CH3:20])[CH:16]=3)[CH:11]=[C:10]([CH2:24][OH:25])[CH:9]=2)[CH:5]=[CH:4][N:3]=1)[NH2:32] |f:3.4|. Procedure: A suspension of 1-(2-chloro-4-pyridyl)-3-hydroxymethyl-6,7-diethoxynaphthalene (3.90 g) in hydrazine hydrate (17.8 ml) is refluxed for 9 hours. The mixture is stirred at room temperature for 10 minutes, and further stirred under ice-cooling for 10 minutes. To the mixture are added methylene chloride and water, and the methylene chloride layer is separated, washed, dried, and concentrated under reduced pressure to remove the solvent. The residue is dissolved in hot ethanol (20 ml), and allowed to... Starting materials: C1CCOC1, CCOC(C)=O, O=C(COc1nc(Cl)nc(Cl)n1)Nc1cccc(C(F)(F)F)c1, N. The product is Nc1nc(Cl)nc(OCC(=O)Nc2cccc(C(F)(F)F)c2)n1. Reaction SMILES: [CH2:24]1[O:25][CH2:26][CH2:27][CH2:28]1.[CH3:30][CH2:31][O:32][C:33]([CH3:34])=[O:35].[Cl:1][c:2]1[n:3][c:4]([O:9][CH2:10][C:11](=[O:12])[NH:13][c:14]2[cH:15][c:16]([C:20]([F:21])([F:22])[F:23])[cH:17][cH:18][cH:19]2)[n:5][c:6]([Cl:8])[n:7]1.[NH3:29]>>[c:2]1([NH2:29])[n:3][c:4]([O:9][CH2:10][C:11](=[O:12])[NH:13][c:14]2[cH:15][c:16]([C:20]([F:21])([F:22])[F:23])[cH:17][cH:18][cH:19]2)[n:5][c:6]([Cl:8])[n:7]1. The reactants are C(C)[SiH](CC)CC (triethylsilane), C12(CC3CC(CC(C1)C3)C2)COC2=C(C=C(C#N)C=C2)C2(CCC2)O (4-(adamantan-1-ylmethoxy)-3-(1-hydroxycyclobutyl)-benzonitrile), FC(C(=O)O)(F)F (trifluoroacetic acid). Solvent: [OH-].[Na+] (sodium hydroxide), C(Cl)Cl (methylene chloride). Conditions: temperature 0 celsius, time 1.5 hour. Yields the product C12(CC3CC(CC(C1)C3)C2)COC2=C(C=C(C#N)C=C2)C2CCC2 (4-(adamantan-1-ylmethoxy)-3-cyclobutylbenzonitrile). As a reaction SMILES: [C:1]12([CH2:11][O:12][C:13]3[CH:20]=[CH:19][C:16]([C:17]#[N:18])=[CH:15][C:14]=3[C:21]3(O)[CH2:24][CH2:23][CH2:22]3)[CH2:10][CH:5]3[CH2:6][CH:7]([CH2:9][CH:3]([CH2:4]3)[CH2:2]1)[CH2:8]2.C([SiH](CC)CC)C.FC(F)(F)C(O)=O>C(Cl)Cl.[OH-].[Na+]>[C:1]12([CH2:11][O:12][C:13]3[CH:20]=[CH:19][C:16]([C:17]#[N:18])=[CH:15][C:14]=3[CH:21]3[CH2:24][CH2:23][CH2:22]3)[CH2:2][CH:3]3[CH2:9][CH:7]([CH2:6][CH:5]([CH2:4]3)[CH2:10]1)[CH2:8]2 |f:4.5|. Reported procedure: To a cooled (0° C.) stirred solution of 4-(adamantan-1-ylmethoxy)-3-(1-hydroxycyclobutyl)-benzonitrile (1.00 g, 2.96 mmol) in methylene chloride (30 mL) was added triethylsilane (2.4 mL, 14.80 mmol) followed by trifluoroacetic acid (2.3 mL, 29.60 mmol). The reaction mixture was stirred at 0° C. for 1.5 h and diluted with 1M aqueous sodium hydroxide solution (30 mL). The mixture was extracted with methylene chloride (3×50 mL). The combined organic layers were washed with brine (50 mL), dried over... RXN SMILES: [BH4-:35].[CH3:37][OH:38].[Cl:1][c:2]1[cH:3][c:4]([NH:17][c:18]2[c:19]3[c:20]([n:21][cH:22][n:23]2)[cH:24][n:25](-[c:27]2[cH:28][cH:29][c:30]([CH:31]=[O:32])[cH:33][cH:34]2)[n:26]3)[cH:5][cH:6][c:7]1[O:8][CH2:9][c:10]1[cH:11][c:12]([F:16])[cH:13][cH:14][cH:15]1.[Na+:36]>>[Cl:1][c:2]1[cH:3][c:4]([NH:17][c:18]2[c:19]3[c:20]([n:21][cH:22][n:23]2)[cH:24][n:25](-[c:27]2[cH:28][cH:29][c:30]([CH2:31][OH:32])[cH:33][cH:34]2)[n:26]3)[cH:5][cH:6][c:7]1[O:8][CH2:9][c:10]1[cH:11][c:12]([F:16])[cH:13][cH:14][cH:15]1. Reactants: [BH4-], CO, O=Cc1ccc(-n2cc3ncnc(Nc4ccc(OCc5cccc(F)c5)c(Cl)c4)c3n2)cc1, [Na+]. The product is OCc1ccc(-n2cc3ncnc(Nc4ccc(OCc5cccc(F)c5)c(Cl)c4)c3n2)cc1. Solvent: C1CCCCC1 (cyclohexane). The product is ClCC(COC(C)(C)C)(C)C (1-Chloro-3-(1,1-Dimethylethoxy)-2,2-Dimethyl-Propane). As a reaction SMILES: [Cl:1][CH2:2][C:3]([CH3:7])([CH3:6])[CH2:4][OH:5]>C1CCCCC1>[Cl:1][CH2:2][C:3]([CH3:7])([CH3:6])[CH2:4][O:5][C:3]([CH3:6])([CH3:4])[CH3:2]. Reported procedure: B.P.=169.0°-174.0° C. GC assay=2.98% cyclohexane, 16.79% 3-chloro-2,2-dimethyl-1-propanol, 78.06% desired product, and 1.17% unknowns. Reactants: ClCC(CO)(C)C (3-chloro-2,2-dimethyl-1-propanol). Yield: 78.1%. Reactants: CC1(COC2(OC1)CC(C([C@@H](C2)C)=O)(C)C)C ((-)-(10R)-3,3,8,8,10-Pentamethyl-1,5-dioxaspiro[5,5]undecan-9-one), C/C(=C/CO)/C#C (Z-3-methylpent-2-en-4-yn-1-ol), C(CCC)[Li] (n-butyllithium). Run in C1CCOC1 (THF). Yields the product OCC=C(C#CC1(C(CC2(OCC(CO2)(C)C)CC1C)(C)C)O)C (9-(5-Hydroxy-3-methylpent-3-en-1-ynyl)-3,3,8,8,10-pentamethyl-1,5-dioxaspiro[5,5]undecan-9-ol). The yield is 75.7%. As a reaction SMILES: [CH3:1][C:2]1([CH3:17])[CH2:7][O:6][C:5]2([CH2:12][C@@H:11]([CH3:13])[C:10](=[O:14])[C:9]([CH3:16])([CH3:15])[CH2:8]2)[O:4][CH2:3]1.[CH3:18]/[C:19](/[C:23]#[CH:24])=[CH:20]/[CH2:21][OH:22].C([Li])CCC>C1COCC1>[OH:22][CH2:21][CH:20]=[C:19]([CH3:18])[C:23]#[C:24][C:10]1([OH:14])[CH:11]([CH3:13])[CH2:12][C:5]2([O:4][CH2:3][C:2]([CH3:1])([CH3:17])[CH2:7][O:6]2)[CH2:8][C:9]1([CH3:16])[CH3:15]. Procedure: (-)-(10R)-3,3,8,8,10-Pentamethyl-1,5-dioxaspiro[5,5]undecan-9-one (1.31 g, 5.5 mmol) was reacted with Z-3-methylpent-2-en-4-yn-1-ol (0.65 g, 6.7 mmol) and n-butyllithium (1.6M in hexane, 8 mL, 12.8 mmol) in dry THF. The crude product obtained (yellow oil, 2.6 g) was purified by flash column chromatography (75% ether+25% hexane) followed by distillation using the Kugel-rohr apparatus (about 250° C., 0.06 mm Hg) to give the product as a colorless oil (1.40 g, 77%), [a]D +30.0° C. (c 1.05, CH3OH); ... Starting materials: Cl, CC(C)(C)OC(=O)NC1CCC(c2cccc(F)c2F)Cn2c(CC(F)(F)F)nnc21, C1COCCO1. Yields the product NC1CCC(c2cccc(F)c2F)Cn2c(CC(F)(F)F)nnc21. RXN SMILES: [ClH:1].[F:2][c:3]1[c:4]([CH:10]2[CH2:11][CH2:12][CH:13]([NH:25][C:26](=[O:27])[O:28][C:29]([CH3:30])([CH3:31])[CH3:32])[c:14]3[n:15]([c:17]([CH2:20][C:21]([F:22])([F:23])[F:24])[n:18][n:19]3)[CH2:16]2)[cH:5][cH:6][cH:7][c:8]1[F:9].[O:33]1[CH2:34][CH2:35][O:36][CH2:37][CH2:38]1>>[F:2][c:3]1[c:4]([CH:10]2[CH2:11][CH2:12][CH:13]([NH2:25])[c:14]3[n:15]([c:17]([CH2:20][C:21]([F:22])([F:23])[F:24])[n:18][n:19]3)[CH2:16]2)[cH:5][cH:6][cH:7][c:8]1[F:9]. The reactants are O=C(Cl)c1ccc(F)c(F)c1, CC(C)C(=O)Nc1cccc(C2CCN(CCC(N)c3ccccc3)CC2)c1. Yields the product CC(C)C(=O)Nc1cccc(C2CCN(CCC(NC(=O)c3ccc(F)c(F)c3)c3ccccc3)CC2)c1. Reaction SMILES: [F:29][c:30]1[cH:31][c:32]([C:33](=[O:34])[Cl:35])[cH:36][cH:37][c:38]1[F:39].[NH2:1][CH:2]([CH2:3][CH2:4][N:5]1[CH2:6][CH2:7][CH:8]([c:11]2[cH:12][c:13]([NH:17][C:18]([CH:19]([CH3:20])[CH3:21])=[O:22])[cH:14][cH:15][cH:16]2)[CH2:9][CH2:10]1)[c:23]1[cH:24][cH:25][cH:26][cH:27][cH:28]1>>[NH:1]([CH:2]([CH2:3][CH2:4][N:5]1[CH2:6][CH2:7][CH:8]([c:11]2[cH:12][c:13]([NH:17][C:18]([CH:19]([CH3:20])[CH3:21])=[O:22])[cH:14][cH:15][cH:16]2)[CH2:9][CH2:10]1)[c:23]1[cH:24][cH:25][cH:26][cH:27][cH:28]1)[C:33]([c:32]1[cH:31][c:30]([F:29])[c:38]([F:39])[cH:37][cH:36]1)=[O:34].